This data is from the Open Reaction Database (ORD), a public repository of structured organic reaction records. The task is: describe an organic reaction: reactants, conditions, products, and yield Starting materials: C(CC)C=1N(C(=C(C(C1C(=O)OC)C1=CC=C(C=C1)C(F)(F)F)C(=O)OC)CCC)CCC=1SC=CC1 (dimethyl 2,6-di-(n-propyl)-4-(4-trifluoromethylphenyl)-1-[2-(2-thienyl)ethyl]-1,4-dihydropyridine-3,5-dicarboxylate), NCCC=1SC=CC1 (2-(2-aminoethyl)thiophene), C(CCC)(=O)CC(=O)OC (methyl butyrylacetate). Product: S1C(=CC=C1)CCNC(=CC(=O)OC)CCC (methyl 3-[2-(2-thienyl)ethyl]amino-2-hexenoate), ( b ). Reaction SMILES: [CH2:1]([C:4]1[N:5]([CH2:31][CH2:32][C:33]2[S:34][CH:35]=[CH:36][CH:37]=2)C(CCC)=C(C(OC)=O)C(C2C=CC(C(F)(F)F)=CC=2)[C:9]=1[C:10]([O:12][CH3:13])=[O:11])[CH2:2][CH3:3].NCCC1SC=CC=1.C(CC(OC)=O)(=O)CCC>>[S:34]1[CH:35]=[CH:36][CH:37]=[C:33]1[CH2:32][CH2:31][NH:5][C:4]([CH2:1][CH2:2][CH3:3])=[CH:9][C:10]([O:12][CH3:13])=[O:11]. Procedure details: In a manner similar to that described in the preceding examples, dimethyl 2,6-di-(n-propyl)-4-(4-trifluoromethylphenyl)-1-[2-(2-thienyl)ethyl]-1,4-dihydropyridine-3,5-dicarboxylate is prepared by the reaction of (a) 2-(2-aminoethyl)thiophene and methyl butyrylacetate to obtain methyl 3-[2-(2-thienyl)ethyl]amino-2-hexenoate and (b) reacting the ester so obtained with 4-trifluoromethylbenzaldehyde in the presence of 2-(2-aminoethyl)thiophene and titanium tetrachloride.